From a dataset of the Open Reaction Database (ORD), a public repository of structured organic reaction records. describe an organic reaction: reactants, conditions, products, and yield Starting materials: N (ammonia), [Sn](Cl)(Cl)(Cl)Cl (Tin chloride), dihydrate, C(C)(C)(C)OC(=O)NCCCNC1=C(C(=NC2=CC=CC=C12)Cl)[N+](=O)[O-] (4-[3-(tert-Butoxycarbonylamino)propylamino]-2-chloro-3-nitroquinoline). The solvent is C(C)O (ethanol). Yields the product NC=1C(=NC2=CC=CC=C2C1NCCCNC(=O)OC(C)(C)C)Cl (3-amino-4-[3-(tert-butoxycarbonylamino)propylamino]-2-chloro-quinoline). Yield: 61.1%. RXN SMILES: [C:1]([O:5][C:6]([NH:8][CH2:9][CH2:10][CH2:11][NH:12][C:13]1[C:22]2[C:17](=[CH:18][CH:19]=[CH:20][CH:21]=2)[N:16]=[C:15]([Cl:23])[C:14]=1[N+:24]([O-])=O)=[O:7])([CH3:4])([CH3:3])[CH3:2].[Sn](Cl)(Cl)(Cl)Cl.N>C(O)C>[NH2:24][C:14]1[C:15]([Cl:23])=[N:16][C:17]2[C:22]([C:13]=1[NH:12][CH2:11][CH2:10][CH2:9][NH:8][C:6]([O:5][C:1]([CH3:3])([CH3:2])[CH3:4])=[O:7])=[CH:21][CH:20]=[CH:19][CH:18]=2. Procedure: 0.27 g (0.70 mmol) of 4-[3-(tert-Butoxycarbonylamino)propylamino]-2-chloro-3-nitroquinoline was dissolved in 7 ml of ethanol. Tin chloride [II] dihydrate (0.55 g, 2.45 mmol) was added thereto and the mixture was refluxed under heating for 1 hour. After cooling, the reaction mixture was poured into 2N aqueous ammonia. The resulting solution was extracted twice with chloroform, thereafter the extract was washed (brine), and dried (Na2SO4). The solvent was distilled off under reduced pressure and t... The reactants are [Al+3], [H-], [H-], [H-], [H-], [Li+], CCOC(=O)c1csc(Nc2ccccc2)n1, C1CCOC1. Yields the product OCc1csc(Nc2ccccc2)n1. Reaction SMILES: [Al+3:19].[H-:18].[H-:21].[H-:22].[H-:23].[Li+:20].[NH:1]([c:2]1[cH:3][cH:4][cH:5][cH:6][cH:7]1)[c:8]1[s:9][cH:10][c:11]([C:13](=[O:14])[O:15][CH2:16][CH3:17])[n:12]1.[O:24]1[CH2:25][CH2:26][CH2:27][CH2:28]1>>[NH:1]([c:2]1[cH:3][cH:4][cH:5][cH:6][cH:7]1)[c:8]1[s:9][cH:10][c:11]([CH2:13][OH:14])[n:12]1.